From a dataset of the Open Reaction Database (ORD), a public repository of structured organic reaction records. describe an organic reaction: reactants, conditions, products, and yield Reactants: BrCCCBr, O=C([O-])[O-], ClCCl, CCC(C)=O, [I-], [K+], [K+], [K+], CN1C(=O)Cc2cc(O)ccc21. The product is CN1C(=O)Cc2cc(OCCCBr)ccc21. Reaction SMILES: [Br:13][CH2:14][CH2:15][CH2:16][Br:17].[C:18](=[O:19])([O-:20])[O-:21].[CH2:26]([Cl:27])[Cl:28].[CH2:29]([C:30]([CH3:31])=[O:32])[CH3:33].[I-:25].[K+:22].[K+:23].[K+:24].[OH:1][c:2]1[cH:3][c:4]2[c:8]([cH:9][cH:10]1)[N:7]([CH3:11])[C:6](=[O:12])[CH2:5]2>>[O:1]([c:2]1[cH:3][c:4]2[c:8]([cH:9][cH:10]1)[N:7]([CH3:11])[C:6](=[O:12])[CH2:5]2)[CH2:16][CH2:15][CH2:14][Br:13]. Starting materials: ClCCl, CN=C=O, NCCSc1cccc2nccn12. The product is CNC(=O)NCCSc1cccc2nccn12. RXN SMILES: [CH2:18]([Cl:19])[Cl:20].[CH3:14][N:15]=[C:16]=[O:17].[NH2:1][CH2:2][CH2:3][S:4][c:5]1[cH:6][cH:7][cH:8][c:9]2[n:10]1[cH:11][cH:12][n:13]2>>[NH:1]([CH2:2][CH2:3][S:4][c:5]1[cH:6][cH:7][cH:8][c:9]2[n:10]1[cH:11][cH:12][n:13]2)[C:16]([NH:15][CH3:14])=[O:17]. Starting materials: [BH4-], CC1(C)CC(=O)c2ccccc21, CC(=O)O, Cc1ccccc1, [Na+], O, NC(CO)c1ccccc1, Cc1ccc(S(=O)(=O)O)cc1. Product: CC1(C)CC(NC(CO)c2ccccc2)c2ccccc21. Reaction SMILES: [BH4-:39].[CH3:1][C:2]1([CH3:12])[CH2:3][C:4](=[O:11])[c:5]2[cH:6][cH:7][cH:8][cH:9][c:10]21.[CH3:35][C:36](=[O:37])[OH:38].[CH3:41][c:42]1[cH:43][cH:44][cH:45][cH:46][cH:47]1.[Na+:40].[OH2:23].[c:13]1([CH:19]([NH2:20])[CH2:21][OH:22])[cH:14][cH:15][cH:16][cH:17][cH:18]1.[c:24]1([CH3:25])[cH:26][cH:27][c:28]([S:29]([OH:30])(=[O:31])=[O:32])[cH:33][cH:34]1>>[CH3:1][C:2]1([CH3:12])[CH2:3][CH:4]([NH:20][CH:19]([c:13]2[cH:14][cH:15][cH:16][cH:17][cH:18]2)[CH2:21][OH:22])[c:5]2[cH:6][cH:7][cH:8][cH:9][c:10]21.